This data is from the Open Reaction Database (ORD), a public repository of structured organic reaction records. The task is: describe an organic reaction: reactants, conditions, products, and yield Reactants: CC(=O)[O-], CC(=O)[O-], CCCC[Sn+2]CCCC, CN=C=O, C1CCOC1, Oc1ccccc1C=Nc1ccc(O)c2ccccc12. Yields the product CNC(=O)Oc1ccc(N=Cc2ccccc2O)c2ccccc12. RXN SMILES: [C:25]([O-:26])(=[O:27])[CH3:28].[C:29]([O-:30])(=[O:31])[CH3:32].[CH2:33]([Sn+2:34][CH2:35][CH2:36][CH2:37][CH3:38])[CH2:39][CH2:40][CH3:41].[CH3:21][N:22]=[C:23]=[O:24].[O:42]1[CH2:43][CH2:44][CH2:45][CH2:46]1.[OH:1][c:2]1[c:3]([CH:4]=[N:5][c:6]2[cH:7][cH:8][c:9]([OH:16])[c:10]3[cH:11][cH:12][cH:13][cH:14][c:15]23)[cH:17][cH:18][cH:19][cH:20]1>>[OH:1][c:2]1[c:3]([CH:4]=[N:5][c:6]2[cH:7][cH:8][c:9]([O:16][C:23]([NH:22][CH3:21])=[O:24])[c:10]3[cH:11][cH:12][cH:13][cH:14][c:15]23)[cH:17][cH:18][cH:19][cH:20]1. Starting materials: Cl (hydrochloric acid), C(C1=CC=CC=C1)N1CCC(CC1)NC(C1=C(C=C(C(=C1)[N+](=O)[O-])NC(C)=O)O)=O (N-(1-benzylpiperid-4-yl)-2-hydroxy-4-acetamido-5-nitrobenzamide), [OH-].[Na+] (sodium hydroxide), C(C)O (ethanol). Run in O (water), O (water). The product is C(C1=CC=CC=C1)N1CCC(CC1)NC(C1=C(C=C(C(=C1)[N+](=O)[O-])N)O)=O (N-(1-benzylpiperid-4-yl)-2-hydroxy-4-amino-5-nitrobenzamide). Yield: 101.2%. As a reaction SMILES: [CH2:1]([N:8]1[CH2:13][CH2:12][CH:11]([NH:14][C:15](=[O:30])[C:16]2[CH:21]=[C:20]([N+:22]([O-:24])=[O:23])[C:19]([NH:25]C(=O)C)=[CH:18][C:17]=2[OH:29])[CH2:10][CH2:9]1)[C:2]1[CH:7]=[CH:6][CH:5]=[CH:4][CH:3]=1.[OH-].[Na+].C(O)C.Cl>O>[CH2:1]([N:8]1[CH2:9][CH2:10][CH:11]([NH:14][C:15](=[O:30])[C:16]2[CH:21]=[C:20]([N+:22]([O-:24])=[O:23])[C:19]([NH2:25])=[CH:18][C:17]=2[OH:29])[CH2:12][CH2:13]1)[C:2]1[CH:3]=[CH:4][CH:5]=[CH:6][CH:7]=1 |f:1.2|. Procedure: A mixture of N-(1-benzylpiperid-4-yl)-2-hydroxy-4-acetamido-5-nitrobenzamide (1 g; 0.0024 moles) [prepared as described in Example 2], sodium hydroxide (0.2 g; 0.0048 moles), water (25 ml) and ethanol (12.5 ml) was boiled under reflux for 3 hours. Then the mixture was diluted with water, neutralized with diluted hydrochloric acid and the precipitate collected by filtration. This precipitate was washed with water and then with diethyl ether to give 0.9 g of N-(1-benzylpiperid-4-yl)-2-hydroxy-4-am...